Dataset: the Open Reaction Database (ORD), a public repository of structured organic reaction records. Task: describe an organic reaction: reactants, conditions, products, and yield Starting materials: C(C)O (Ethanol), [H-].[Na+] (sodium hydride), CC1(CC(CCC1)=O)C (3,3-dimethylcyclohexanone), C(=O)OCC (ethyl formate). Reagents/catalysts: C(C)O (ethanol). Solvent: C(C)OCC (diethyl ether), C(C)OCC (diethyl ether). Run at temperature 0 celsius, time 20 minute. The product is O\C=C\1/C(CC(CC1)(C)C)=O (2-[1-hydroxy-meth-(Z)-ylidene]-5,5-dimethyl-cyclohexanone). The yield is 89.4%. RXN SMILES: [H-].[Na+].[CH3:3][C:4]1([CH3:11])[CH2:9][CH2:8][CH2:7][C:6](=[O:10])[CH2:5]1.[CH:12](OCC)=[O:13].C(O)C>C(OCC)C.C(O)C>[OH:13]/[CH:12]=[C:7]1\[C:6](=[O:10])[CH2:5][C:4]([CH3:11])([CH3:3])[CH2:9][CH2:8]\1 |f:0.1|. Procedure: To a suspension of sodium hydride (60% dispersion in mineral oil, 475 mg, 11.9 mmol) in diethyl ether (25 mL) at 0° C. was added ethanol (0.06 ml, 1.03 mmol) dropwise. The grey suspension was stirred at 0° C. for 20 min. A solution of 3,3-dimethylcyclohexanone (1.50 g, 11.9 mmol) and ethyl formate (1.45 ml, 17.8 mmol) in diethyl ether (3 mL) was added dropwise over 10 min. The yellow heterogeneous reaction mixture was stirred at 0° C. for 1 h then warmed to room temperature and stirred for 2 h. ... Starting materials: N1(C=NC=C1)C(=O)O[C@@H]1CC[C@H](CC1)N1C2=NC(=NC=C2NC1=O)N1C=NC2=C1C=CC=C2 (trans-4-(2-(1H-benzo[d]imidazol-1-yl)-8-oxo-7,8-dihydropurin-9-yl)cyclohexyl 1H-imidazole-1-carboxylate), Cl (HCl). Run in CS(=O)C (DMSO), CCOC(=O)C (EtOAc). Product: N1(C=NC2=C1C=CC=C2)C2=NC=C1NC(N(C1=N2)[C@@H]2CC[C@H](CC2)O)=O (2-(1H-Benzo[d]imidazol-1-yl)-9-(trans-4-hydroxycyclohexyl)-7H-purin-8(9H)-one). The yield is 67.7%. Reaction SMILES: N1(C([O:8][C@H:9]2[CH2:14][CH2:13][C@H:12]([N:15]3[C:23](=[O:24])[NH:22][C:21]4[C:16]3=[N:17][C:18]([N:25]3[C:29]5[CH:30]=[CH:31][CH:32]=[CH:33][C:28]=5[N:27]=[CH:26]3)=[N:19][CH:20]=4)[CH2:11][CH2:10]2)=O)C=CN=C1.Cl>CS(C)=O.CCOC(C)=O>[N:25]1([C:18]2[N:17]=[C:16]3[C:21]([NH:22][C:23](=[O:24])[N:15]3[C@H:12]3[CH2:11][CH2:10][C@H:9]([OH:8])[CH2:14][CH2:13]3)=[CH:20][N:19]=2)[C:29]2[CH:30]=[CH:31][CH:32]=[CH:33][C:28]=2[N:27]=[CH:26]1. Procedure details: trans-4-(2-(1H-benzo[d]imidazol-1-yl)-8-oxo-7,8-dihydropurin-9-yl)cyclohexyl 1H-imidazole-1-carboxylate (30 mg) was dissolved in DMSO (6 mL) and treated with 1N HCl (5 ml) at 50° C. for 3 hours. The mixture was diluted with EtOAc and washed with brine three times. The organic layer was dried over Na2SO4, filtered, and concentrated in vacuo to obtain 16 mg of the title compound. 1H-NMR (300 MHz, CDCl3) δ 10.0 (s, 1H), 8.9 (dd, 1H), 8.2 (s, 1H), 7.9 (dd, 1H), 7.6 (dd, 2H), 4.4 (m, 1H), 4.1 (s, 1H)... The reactants are NNc1cccc(Br)c1, COCc1nn(-c2cccc(Br)c2)c(COC)c1C(=O)OC, OB(O)C=Cc1ccc(Cl)cc1. The product is COCc1nn(-c2cccc(C=Cc3ccc(Cl)cc3)c2)c(COC)c1C(=O)OC. RXN SMILES: [Br:1][c:2]1[cH:3][c:4]([NH:5][NH2:6])[cH:7][cH:8][cH:9]1.[CH3:10][O:11][C:12](=[O:13])[c:14]1[c:15]([CH2:29][O:30][CH3:31])[n:16][n:17](-[c:22]2[cH:23][c:24]([Br:28])[cH:25][cH:26][cH:27]2)[c:18]1[CH2:19][O:20][CH3:21].[Cl:32][c:33]1[cH:34][cH:35][c:36]([CH:39]=[CH:40][B:41]([OH:42])[OH:43])[cH:37][cH:38]1>>[CH3:10][O:11][C:12](=[O:13])[c:14]1[c:15]([CH2:29][O:30][CH3:31])[n:16][n:17](-[c:22]2[cH:23][c:24]([CH:40]=[CH:39][c:36]3[cH:35][cH:34][c:33]([Cl:32])[cH:38][cH:37]3)[cH:25][cH:26][cH:27]2)[c:18]1[CH2:19][O:20][CH3:21]. Reactants: CCOC(C)=O, Clc1nccnc1Cl, [Na+], [Na+], O=C([O-])[O-], CC1(C)OB(C2=CCCOC2)OC1(C)C, C1COCCO1, c1ccc(P(c2ccccc2)(c2ccccc2)[Pd](P(c2ccccc2)(c2ccccc2)c2ccccc2)(P(c2ccccc2)(c2ccccc2)c2ccccc2)P(c2ccccc2)(c2ccccc2)c2ccccc2)cc1. The product is Clc1nccnc1C1=CCCOC1. As a reaction SMILES: [CH3:36][CH2:37][O:38][C:39]([CH3:40])=[O:41].[Cl:7][c:8]1[n:9][cH:10][cH:11][n:12][c:13]1[Cl:14].[Na+:1].[Na+:2].[O-:3][C:4](=[O:5])[O-:6].[O:15]1[CH2:16][C:17]([B:21]2[O:22][C:23]([CH3:24])([CH3:25])[C:26]([CH3:27])([CH3:28])[O:29]2)=[CH:18][CH2:19][CH2:20]1.[O:30]1[CH2:31][CH2:32][O:33][CH2:34][CH2:35]1.[cH:42]1[cH:43][cH:44][c:45]([P:46]([Pd:47]([P:48]([c:49]2[cH:50][cH:51][cH:52][cH:53][cH:54]2)([c:55]2[cH:56][cH:57][cH:58][cH:59][cH:60]2)[c:61]2[cH:62][cH:63][cH:64][cH:65][cH:66]2)([P:67]([c:68]2[cH:69][cH:70][cH:71][cH:72][cH:73]2)([c:74]2[cH:75][cH:76][cH:77][cH:78][cH:79]2)[c:80]2[cH:81][cH:82][cH:83][cH:84][cH:85]2)[P:86]([c:87]2[cH:88][cH:89][cH:90][cH:91][cH:92]2)([c:93]2[cH:94][cH:95][cH:96][cH:97][cH:98]2)[c:99]2[cH:100][cH:101][cH:102][cH:103][cH:104]2)([c:105]2[cH:106][cH:107][cH:108][cH:109][cH:110]2)[c:111]2[cH:112][cH:113][cH:114][cH:115][cH:116]2)[cH:117][cH:118]1>>[c:8]1([C:17]2=[CH:18][CH2:19][CH2:20][O:15][CH2:16]2)[n:9][cH:10][cH:11][n:12][c:13]1[Cl:14]. Starting materials: C(=O)=O (dry-ice), N#CBr (cyanogen bromide), FC=1C=C(C=CC1)C1=CCNC=2N1N=CC2C(=O)N (7-(3-Fluorophenyl)-4,5-dihydropyrazolo[1,5-a]pyrimidine-3-carboxamide), [H-].[Na+] (sodium hydride). The solvent is CC(=O)C (acetone), O1CCCC1 (tetrahydrofuran), O (water). Run at temperature -78 celsius, time 30 minute. The product is NC1=NC(C=2C=NN3C(=CCN1C32)C3=CC(=CC=C3)F)=O (5-Amino-8-(3-fluorophenyl)-3H,6H-1,4,5a,8a-tetraazaacenaphthylen-3-one). Isolated yield 6.9%. RXN SMILES: [F:1][C:2]1[CH:3]=[C:4]([C:8]2[N:13]3[N:14]=[CH:15][C:16]([C:17]([NH2:19])=[O:18])=[C:12]3[NH:11][CH2:10][CH:9]=2)[CH:5]=[CH:6][CH:7]=1.C(=O)=O.[H-].[Na+].[N:25]#[C:26]Br>O1CCCC1.O.CC(C)=O>[NH2:25][C:26]1[N:11]2[C:12]3[N:13]([C:8]([C:4]4[CH:5]=[CH:6][CH:7]=[C:2]([F:1])[CH:3]=4)=[CH:9][CH2:10]2)[N:14]=[CH:15][C:16]=3[C:17](=[O:18])[N:19]=1 |f:2.3|. Procedure details: To a stirred suspension of 5.0 g of 7-(3-fluorophenyl)-4,5-dihydropyrazolo[1,5-a]pyrimidine-3-carboxamide (Example 6) in 250 ml of dry tetrahydrofuran, cooled to -78° C. (dry-ice, acetone) was added 1.70 g of sodium hydride (60% dispersion in mineral oil) in one portion. The reaction mixture was stirred at -78° C. for 30 minutes then 2.05 g of cyanogen bromide was added and the mixture was stirred for an additional 2 hours at -78° C., then slowly allowed to warm to room temperature over 16 hours... The reactants are ClC=1C=CC=2N(C1)C(=NN2)C2=C(C=C(C=C2)C)OC (6-chloro-3-(2-methoxy-4-methylphenyl)-[1,2,4]triazolo[4,3-a]pyridine), COC1=C(C=C(C=C1)B1OC(C(O1)(C)C)(C)C)O (2-methoxy-5-(4,4,5,5-tetramethyl-1,3,2-dioxaborolan-2-yl)phenol). Product: OC=1C=C(C=CC1OC)C=1C=CC=2N(C1)C(=NN2)C2=C(C=C(C=C2)C)OC (6-(3-Hydroxy-4-methoxyphenyl)-3-(2-methoxy-4-methylphenyl)-[1,2,4]triazolo[4,3-a]pyridine). Reaction SMILES: Cl[C:2]1[CH:3]=[CH:4][C:5]2[N:6]([C:8]([C:11]3[CH:16]=[CH:15][C:14]([CH3:17])=[CH:13][C:12]=3[O:18][CH3:19])=[N:9][N:10]=2)[CH:7]=1.[CH3:20][O:21][C:22]1[CH:27]=[CH:26][C:25](B2OC(C)(C)C(C)(C)O2)=[CH:24][C:23]=1[OH:37]>>[OH:37][C:23]1[CH:24]=[C:25]([C:2]2[CH:3]=[CH:4][C:5]3[N:6]([C:8]([C:11]4[CH:16]=[CH:15][C:14]([CH3:17])=[CH:13][C:12]=4[O:18][CH3:19])=[N:9][N:10]=3)[CH:7]=2)[CH:26]=[CH:27][C:22]=1[O:21][CH3:20]. Reported procedure: The title compound was prepared from 6-chloro-3-(2-methoxy-4-methylphenyl)-[1,2,4]triazolo[4,3-a]pyridine and 2-methoxy-5-(4,4,5,5-tetramethyl-1,3,2-dioxaborolan-2-yl)phenol using a procedure similar to those described for the synthesis of Example 1d, and was isolated as yellow solids. 1H NMR (DMSO-d6): 9.23 (s, 1H), 7.91-7.86 (m, 2H), 7.69 (dd, J=9.6 and 1.5 Hz, 1H), 7.49 (d, J=7.5 Hz, 1H), 7.16-6.99 (m, 5H), 3.84 (s, 3H), 3.80 (s, 3H), 2.45 (s, 3H). MS: m/z 362.2 [M+H+].